From a dataset of the Open Reaction Database (ORD), a public repository of structured organic reaction records. describe an organic reaction: reactants, conditions, products, and yield Starting materials: [OH-].[K+] (KOH), propoxylated allyl alcohol, C1(\C=C/C(=O)O1)=O (maleic anhydride), alkyd, 263.4, C1(\C=C/C(=O)O1)=O (maleic anhydride). Reaction conditions: temperature 135 celsius. Yields the product C(C=C)O.C(\C=C/C(=O)[O-])(=O)[O-] (Allyl Alcohol Maleate). RXN SMILES: [C:1]1(=[O:7])[O:6][C:4](=[O:5])[CH:3]=[CH:2]1.[OH-:8].[K+]>>[CH2:4]([OH:5])[CH:3]=[CH2:2].[C:1]([O-:6])(=[O:7])/[CH:2]=[CH:3]\[C:4]([O-:8])=[O:5] |f:1.2,3.4|. Procedure: A 15-gallon stainless steel reactor was charged with 15.49 kg of propoxylated allyl alcohol (available from Arco Chemical Company of New Town Square, Pa.) and 9.88 kg of maleic anhydride (available from Huntsman Specialty Chemical). For stability, 2.53 g (100 ppm) of HQ was added to the reactor. The mixture was heated under a nitrogen atmosphere at 250-300° F. (121-149° C.) for four hours. The reaction endpoint was when the acid value reached a level of 263.4 Meq KOH/g of alkyd and no more malei... Starting materials: BrB(Br)Br, COc1cccc(C(O)c2scnc2C)c1, ClCCl, N. Yields the product Cc1ncsc1C(O)c1cccc(O)c1. Reaction SMILES: [B:17]([Br:18])([Br:19])[Br:20].[CH3:1][O:2][c:3]1[cH:4][c:5]([CH:9]([OH:10])[c:11]2[c:12]([CH3:16])[n:13][cH:14][s:15]2)[cH:6][cH:7][cH:8]1.[Cl:22][CH2:23][Cl:24].[NH3:21]>>[OH:2][c:3]1[cH:4][c:5]([CH:9]([OH:10])[c:11]2[c:12]([CH3:16])[n:13][cH:14][s:15]2)[cH:6][cH:7][cH:8]1. The reactants are CS(=O)(=O)c1nc(Cc2ccccc2)ncc1N, N. Product: Nc1cnc(Cc2ccccc2)nc1N. RXN SMILES: [NH2:1][c:2]1[c:3]([S:15]([CH3:16])(=[O:17])=[O:18])[n:4][c:5]([CH2:8][c:9]2[cH:10][cH:11][cH:12][cH:13][cH:14]2)[n:6][cH:7]1.[NH3:19]>>[NH2:1][c:2]1[c:3]([NH2:19])[n:4][c:5]([CH2:8][c:9]2[cH:10][cH:11][cH:12][cH:13][cH:14]2)[n:6][cH:7]1. Reactants: CCc1c(C(=O)C(N)=O)c2c(OCC(=O)OC)nc(SC)nc2n1Cc1ccccc1C(F)(F)F, CO, [Na+], [OH-]. Product: CCc1c(C(=O)C(N)=O)c2c(OCC(=O)O)nc(SC)nc2n1Cc1ccccc1C(F)(F)F. RXN SMILES: [CH3:1][O:2][C:3]([CH2:4][O:5][c:6]1[c:7]2[c:8]([n:9][c:10]([S:12][CH3:13])[n:11]1)[n:14]([CH2:24][c:25]1[c:26]([C:31]([F:32])([F:33])[F:34])[cH:27][cH:28][cH:29][cH:30]1)[c:15]([CH2:22][CH3:23])[c:16]2[C:17]([C:18](=[O:19])[NH2:20])=[O:21])=[O:35].[CH3:38][OH:39].[Na+:37].[OH-:36]>>[O:2]=[C:3]([CH2:4][O:5][c:6]1[c:7]2[c:8]([n:9][c:10]([S:12][CH3:13])[n:11]1)[n:14]([CH2:24][c:25]1[c:26]([C:31]([F:32])([F:33])[F:34])[cH:27][cH:28][cH:29][cH:30]1)[c:15]([CH2:22][CH3:23])[c:16]2[C:17]([C:18](=[O:19])[NH2:20])=[O:21])[OH:35]. Starting materials: Cl (Hydrochloric acid), COCOC=1C=CC(=C(OC2=C(OCC(=O)OC)C=CC=C2)C1)[N+](=O)[O-] (methyl {o-[5-(methoxymethoxy)-2-nitrophenoxy]phenoxy}acetate). Solvent: CO (methanol). Product: OC=1C=CC(=C(OC2=C(OCC(=O)OC)C=CC=C2)C1)[N+](=O)[O-] (Methyl [o-(5-hydroxy-2-nitrophenoxy)phenoxy]acetate). Isolated yield 64.7%. Reaction SMILES: Cl.COC[O:5][C:6]1[CH:7]=[CH:8][C:9]([N+:25]([O-:27])=[O:26])=[C:10]([CH:24]=1)[O:11][C:12]1[CH:23]=[CH:22][CH:21]=[CH:20][C:13]=1[O:14][CH2:15][C:16]([O:18][CH3:19])=[O:17]>CO>[OH:5][C:6]1[CH:7]=[CH:8][C:9]([N+:25]([O-:27])=[O:26])=[C:10]([CH:24]=1)[O:11][C:12]1[CH:23]=[CH:22][CH:21]=[CH:20][C:13]=1[O:14][CH2:15][C:16]([O:18][CH3:19])=[O:17]. Procedure details: 2.5N Hydrochloric acid (30 mL) is added to a solution of methyl {o-[5-(methoxymethoxy)-2-nitrophenoxy]phenoxy}acetate (3.35 g, 9.2 mmol) in methanol. The reaction mixture is refluxed for one hour, cooled to room temperature and concentrated in vacuo to give a residue. A solution of the residue in methylene chloride is washed with brine, dried over anhydrous sodium sulfate and concentrated in vacuo to obtain the title product as a yellow liquid (1.9 g) which is identified by 1HNMR and 13CNMR spec... The reactants are COC=1C=C2C=CC(=C(C2=CC1)OC1=CC=C(C=C1)OCCN1CCCCC1)C1=CC=C(S1)C(=O)O (5-(6-methoxy-1-(4-(2-(piperidin-1-yl)ethoxy)phenoxy)naphthalene-2-yl)thiophene-2-carboxylic acid), ClCCl (dichloromethane), N (ammonia), C(C(=O)Cl)(=O)Cl (oxalyl chloride). Solvent: CO (methanol), O1CCCC1 (tetrahydrofuran), O1CCCC1 (tetrahydrofuran), CN(C=O)C (dimethylformamide), CCOCC (ether). Run at temperature 0 celsius, time 30 minute. Product: COC=1C=C2C=CC(=C(C2=CC1)OC1=CC=C(C=C1)OCCN1CCCCC1)C1=CC=C(S1)C(=O)N (5-(6-methoxy-1-(4-(2-(piperidin-1-yl)ethoxy)phenoxy)naphthalen-2-yl)thiophene-2-carboxamide). Isolated yield 80.0%. As a reaction SMILES: [CH3:1][O:2][C:3]1[CH:4]=[C:5]2[C:10](=[CH:11][CH:12]=1)[C:9]([O:13][C:14]1[CH:19]=[CH:18][C:17]([O:20][CH2:21][CH2:22][N:23]3[CH2:28][CH2:27][CH2:26][CH2:25][CH2:24]3)=[CH:16][CH:15]=1)=[C:8]([C:29]1[S:33][C:32]([C:34]([OH:36])=O)=[CH:31][CH:30]=1)[CH:7]=[CH:6]2.ClCCl.C(Cl)(=O)C(Cl)=O.[NH3:46]>O1CCCC1.CCOCC.CO.CN(C)C=O>[CH3:1][O:2][C:3]1[CH:4]=[C:5]2[C:10](=[CH:11][CH:12]=1)[C:9]([O:13][C:14]1[CH:19]=[CH:18][C:17]([O:20][CH2:21][CH2:22][N:23]3[CH2:24][CH2:25][CH2:26][CH2:27][CH2:28]3)=[CH:16][CH:15]=1)=[C:8]([C:29]1[S:33][C:32]([C:34]([NH2:46])=[O:36])=[CH:31][CH:30]=1)[CH:7]=[CH:6]2. Procedure details: Add 5-(6-methoxy-1-(4-(2-(piperidin-1-yl)ethoxy)phenoxy)naphthalene-2-yl)thiophene-2-carboxylic acid (86 mg, 0.2 mmol) and dichloromethane (2.4 mL) to a round bottom flask under nitrogen. Cool the suspension to 0° C. and add sequentially oxalyl chloride (22.2 μL, 0.3 mmol) and dimethylformamide (30.0 μL). Warm the resulting mixture to room temperature and stir for 30 minutes. Concentrate in vacuo to give a yellow solid. Add tetrahydrofuran (2.5 mL) to the solid. To the resulting suspension add a... Reactants: CC(C)(C)OC(=O)N1CCOC(COC(=O)N2CCN(c3ccccc3)CC2)C1, ClCCl, O=C(O)C(F)(F)F, [K+], [K+], O=C([O-])[O-], O. Product: O=C(OCC1CNCCO1)N1CCN(c2ccccc2)CC1. Reaction SMILES: [C:1]([O:2][C:3](=[O:4])[N:8]1[CH2:9][CH:10]([CH2:14][O:15][C:16](=[O:17])[N:18]2[CH2:19][CH2:20][N:21]([c:24]3[cH:25][cH:26][cH:27][cH:28][cH:29]3)[CH2:22][CH2:23]2)[O:11][CH2:12][CH2:13]1)([CH3:5])([CH3:6])[CH3:7].[Cl:44][CH2:45][Cl:46].[F:30][C:31]([F:32])([F:33])[C:34]([OH:35])=[O:36].[K+:37].[K+:38].[O-:39][C:40]([O-:41])=[O:42].[OH2:43]>>[NH:8]1[CH2:9][CH:10]([CH2:14][O:15][C:16](=[O:17])[N:18]2[CH2:19][CH2:20][N:21]([c:24]3[cH:25][cH:26][cH:27][cH:28][cH:29]3)[CH2:22][CH2:23]2)[O:11][CH2:12][CH2:13]1.